From a dataset of the Open Reaction Database (ORD), a public repository of structured organic reaction records. describe an organic reaction: reactants, conditions, products, and yield Starting materials: CC#N, CCN(C(C)C)C(C)C, O=C1C=CC(=O)N1, O=C1CC2SC(=S)CN12. Yields the product O=C1CC2SC=CN12. RXN SMILES: [CH3:26][C:27]#[N:28].[CH:10]([N:11]([CH:12]([CH3:13])[CH3:14])[CH2:15][CH3:16])([CH3:17])[CH3:18].[O:19]=[C:20]1[CH:21]=[CH:22][C:23](=[O:24])[NH:25]1.[S:1]=[C:2]1[S:3][CH:4]2[N:5]([CH2:6]1)[C:7](=[O:9])[CH2:8]2>>[CH:2]1=[CH:6][N:5]2[CH:4]([S:3]1)[CH2:8][C:7]2=[O:9].